Dataset: the Open Reaction Database (ORD), a public repository of structured organic reaction records. Task: describe an organic reaction: reactants, conditions, products, and yield Starting materials: N[C@@H](CC(=O)O)C(=O)O (L-aspartic acid), [O-2].[Mg+2] (magnesium oxide), C(=O)O (formic acid), C(C)(=O)OC(C)=O (acetic anhydride), C(C)(=O)OC(C)=O (acetic anhydride), C(C)(C)O (isopropyl alcohol). RXN SMILES: [O-2].[Mg+2].[CH:3](O)=[O:4].C(OC(=O)C)(=O)C.[NH2:13][C@H:14]([C:19]([OH:21])=[O:20])[CH2:15][C:16]([OH:18])=O.C(O)(C)C>>[CH:3]([NH:13][C@@H:14]1[C:19](=[O:20])[O:21][C:16](=[O:18])[CH2:15]1)=[O:4] |f:0.1|. Procedure details: 0.12 grams (0.003 mole) of magnesium oxide, a catalyst, was dissolved in 16 milliliters (ml) (0.405 mole) of 95% formic acid. 60.2 ml of acetic anhydride was then added to the aforementioned solution which was heated to 35°-40° C. for 10-15 minutes. Subsequently, 39.93 grams (0.3 mole) of L-aspartic acid was added and this mixture was stirred for 2.5 hours at 50±2° C. At this point, an additional 8.6 ml of acetic anhydride was added and the reaction continued for an additional 2.5 hours at 50±2°... Reaction conditions: temperature 50 celsius, time 2.5 hour. Yields the product C(=O)N[C@H]1CC(=O)OC1=O (N-formyl aspartic anhydride). Reactants: C(C)OC(C(C(=O)OCC)(CCCCOC1=CC=CC=C1)C)=O (methyl-(4-phenoxybutyl)-malonic acid diethyl ester), [OH-].[Na+] (sodium hydroxide). The solvent is C(C)O (ethanol). Yields the product CC(C(=O)O)CCCCOC1=CC=CC=C1 (2-Methyl-6-phenoxy-hexanoic acid). RXN SMILES: C([O:3][C:4](=[O:23])[C:5](C)([CH2:11][CH2:12][CH2:13][CH2:14][O:15][C:16]1[CH:21]=[CH:20][CH:19]=[CH:18][CH:17]=1)[C:6](OCC)=O)C.[OH-].[Na+]>C(O)C>[CH3:6][CH:5]([CH2:11][CH2:12][CH2:13][CH2:14][O:15][C:16]1[CH:17]=[CH:18][CH:19]=[CH:20][CH:21]=1)[C:4]([OH:23])=[O:3] |f:1.2|. Procedure details: 242 g of methyl-(4-phenoxybutyl)-malonic acid diethyl ester, 1000 ml of a 20% sodium hydroxide solution and 100 ml of ethanol were refluxed for 12 hours. Yield: 9.8%. The product is NCC1CCN(CC1)C1=C2N=CNC2=NC(=N1)NC1=CC=C(C=C1)N1CCN(CC1)C(C)=O (1-(4-(4-(6-(4-(aminomethyl)piperidin-1-yl)-9H-purin-2-ylamino)phenyl)piperazin-1-yl)ethanone). The solvent is CCCCO (n-BuOH), CCCCO (n-BuOH). Reactants: ClC1=NC(=C2N=CNC2=N1)N1CCC(CC1)CNC(OC(C)(C)C)=O (tert-butyl (1-(2-chloro-9H-purin-6-yl)piperidin-4-yl)methylcarbamate), NC1=CC=C(C=C1)N1CCN(CC1)C(C)=O (1-(4-(4-aminophenyl)piperazin-1-yl)ethanone), C[Si](C)(C)Cl (trimethylsilyl chloride). Procedure: A mixture of tert-butyl (1-(2-chloro-9H-purin-6-yl)piperidin-4-yl)methylcarbamate (100 mg, 0.272 mmol), 1-(4-(4-aminophenyl)piperazin-1-yl)ethanone (120 mg, 0.548 mmol) and trimethylsilyl chloride (0.300 mL, 2.37 mmol) in n-BuOH (4 mL) was stirred at 135° C. for 70 h. n-BuOH was removed in vacuo. The residue was purified by HPLC to give the titled compound (12 mg). MS 450.6 (M+H); UV 200.0, 270.8 nm. RXN SMILES: Cl[C:2]1[N:10]=[C:9]2[C:5]([N:6]=[CH:7][NH:8]2)=[C:4]([N:11]2[CH2:16][CH2:15][CH:14]([CH2:17][NH:18]C(=O)OC(C)(C)C)[CH2:13][CH2:12]2)[N:3]=1.[NH2:26][C:27]1[CH:32]=[CH:31][C:30]([N:33]2[CH2:38][CH2:37][N:36]([C:39](=[O:41])[CH3:40])[CH2:35][CH2:34]2)=[CH:29][CH:28]=1.C[Si](Cl)(C)C>CCCCO>[NH2:18][CH2:17][CH:14]1[CH2:13][CH2:12][N:11]([C:4]2[N:3]=[C:2]([NH:26][C:27]3[CH:28]=[CH:29][C:30]([N:33]4[CH2:34][CH2:35][N:36]([C:39](=[O:41])[CH3:40])[CH2:37][CH2:38]4)=[CH:31][CH:32]=3)[N:10]=[C:9]3[C:5]=2[N:6]=[CH:7][NH:8]3)[CH2:16][CH2:15]1. The reactants are ClC1=C(C(=O)Cl)C=CC=N1 (2-chloronicotinoyl chloride), [S-]C#N.[NH4+] (ammonium thiocyanate), C(C1=CC=CC=C1)NC1=CC=C(C=C1)C(F)(F)F (4-(benzylamino)benzotrifluoride). Yields the product C(C1=CC=CC=C1)N(C1=CC=C(C=C1)C(F)(F)F)C=1SC2=C(C(N1)=O)C=CC=N2 (2-[N-benzyl-N-(4-trifluoromethylphenyl)amino]-4H-pyrido[3,2-e]-1,3-thiazin-4-one). Yield: 56.5%. As a reaction SMILES: Cl[C:2]1[N:10]=[CH:9][CH:8]=[CH:7][C:3]=1[C:4](Cl)=[O:5].[S-:11][C:12]#[N:13].[NH4+].[CH2:15]([NH:22][C:23]1[CH:28]=[CH:27][C:26]([C:29]([F:32])([F:31])[F:30])=[CH:25][CH:24]=1)[C:16]1[CH:21]=[CH:20][CH:19]=[CH:18][CH:17]=1>>[CH2:15]([N:22]([C:12]1[S:11][C:2]2[N:10]=[CH:9][CH:8]=[CH:7][C:3]=2[C:4](=[O:5])[N:13]=1)[C:23]1[CH:28]=[CH:27][C:26]([C:29]([F:30])([F:31])[F:32])=[CH:25][CH:24]=1)[C:16]1[CH:17]=[CH:18][CH:19]=[CH:20][CH:21]=1 |f:1.2|. Procedure: The reaction procedure of Example 57 was followed except that 190 mg of 2-chloronicotinoyl chloride, 83 mg of ammonium thiocyanate and 271 mg of 4-(benzylamino)benzotrifluoride were used. As a result, 252 mg of 2-[N-benzyl-N-(4-trifluoromethylphenyl)amino]-4H-pyrido[3,2-e]-1,3-thiazin-4-one was obtained. Reactants: O=C([O-])[O-], O=S(=O)(NCC1(Cc2ccc(CCO)cc2)CCCC1)c1ccc(Cl)cc1, Fc1ccccn1, [K+], [K+]. The product is O=S(=O)(NCC1(Cc2ccc(CCOc3ccccn3)cc2)CCCC1)c1ccc(Cl)cc1. Reaction SMILES: [C:35](=[O:36])([O-:37])[O-:38].[Cl:1][c:2]1[cH:3][cH:4][c:5]([S:8](=[O:9])(=[O:10])[NH:11][CH2:12][C:13]2([CH2:18][c:19]3[cH:20][cH:21][c:22]([CH2:25][CH2:26][OH:27])[cH:23][cH:24]3)[CH2:14][CH2:15][CH2:16][CH2:17]2)[cH:6][cH:7]1.[F:28][c:29]1[n:30][cH:31][cH:32][cH:33][cH:34]1.[K+:39].[K+:40]>>[Cl:1][c:2]1[cH:3][cH:4][c:5]([S:8](=[O:9])(=[O:10])[NH:11][CH2:12][C:13]2([CH2:18][c:19]3[cH:20][cH:21][c:22]([CH2:25][CH2:26][O:27][c:29]4[n:30][cH:31][cH:32][cH:33][cH:34]4)[cH:23][cH:24]3)[CH2:14][CH2:15][CH2:16][CH2:17]2)[cH:6][cH:7]1. The reactants are O=C1OCCc2c1[nH]c1ccccc21, C1CCOC1, [K+], [OH-]. Product: O=C(O)c1[nH]c2ccccc2c1CCO. As a reaction SMILES: [C:1]1(=[O:14])[O:2][CH2:3][CH2:4][c:5]2[c:6]1[nH:7][c:8]1[cH:9][cH:10][cH:11][cH:12][c:13]21.[CH2:17]1[O:18][CH2:19][CH2:20][CH2:21]1.[K+:16].[OH-:15]>>[C:1]([c:6]1[c:5]([CH2:4][CH2:3][OH:2])[c:13]2[c:8]([nH:7]1)[cH:9][cH:10][cH:11][cH:12]2)([OH:14])=[O:15]. Reactants: solid, Cl.Cl.O1CCC2=C1C=CC=C2C2CCN(CC2)CC[C@@H]2CC[C@H](CC2)N (trans-4-{2-[4-(2,3-dihydro-benzofuran-4-yl)-piperidin-1-yl]-ethyl}-cyclohexylamine dihydrochloride), Cl.Cl.O1CCC2=C1C=CC=C2C2CCN(CC2)CC[C@@H]2CC[C@H](CC2)N (trans-4-{2-[4-(2,3-dihydro-benzofuran-4-yl)-piperidin-1-yl]-ethyl}-cyclohexylamine dihydrochloride), N1(C=CC=C1)C1=CC=C(C(=O)O)C=C1 (4-pyrrol-1-yl-benzoic acid). Product: O1CCC2=C1C=CC=C2C2CCN(CC2)CC[C@@H]2CC[C@H](CC2)NC(C2=CC=C(C=C2)N2C=CC=C2)=O (trans-N-(4-{2-[4-(2,3-Dihydro-benzofuran-4-yl)-piperidin-1-yl]-ethyl}-cyclohexyl)-4-pyrrol-1-yl-benzamide). As a reaction SMILES: Cl.Cl.[O:3]1[C:7]2[CH:8]=[CH:9][CH:10]=[C:11]([CH:12]3[CH2:17][CH2:16][N:15]([CH2:18][CH2:19][C@H:20]4[CH2:25][CH2:24][C@H:23]([NH2:26])[CH2:22][CH2:21]4)[CH2:14][CH2:13]3)[C:6]=2[CH2:5][CH2:4]1.[N:27]1([C:32]2[CH:40]=[CH:39][C:35]([C:36](O)=[O:37])=[CH:34][CH:33]=2)[CH:31]=[CH:30][CH:29]=[CH:28]1>>[O:3]1[C:7]2[CH:8]=[CH:9][CH:10]=[C:11]([CH:12]3[CH2:17][CH2:16][N:15]([CH2:18][CH2:19][C@H:20]4[CH2:21][CH2:22][C@H:23]([NH:26][C:36](=[O:37])[C:35]5[CH:39]=[CH:40][C:32]([N:27]6[CH:31]=[CH:30][CH:29]=[CH:28]6)=[CH:33][CH:34]=5)[CH2:24][CH2:25]4)[CH2:14][CH2:13]3)[C:6]=2[CH2:5][CH2:4]1 |f:0.1.2|. Reported procedure: The title compound, light brown solid (90 mg, 73%), MS (ISP) m/z=498.4 [(M+H)+], mp 228° C., was prepared in accordance with the general method of example 1 from trans-4-{2-[4-(2,3-dihydro-benzofuran-4-yl)-piperidin-1-yl]-ethyl}-cyclohexylamine dihydrochloride (intermediate B) (100 mg, 0.25 mmol) and 4-pyrrol-1-yl-benzoic acid. Starting materials: ClCCl, C1CCOC1, CN, Cn1cnc(S(=O)(=O)Cl)c1, O. Product: CNS(=O)(=O)c1cn(C)cn1. As a reaction SMILES: [CH2:14]([Cl:15])[Cl:16].[CH2:17]1[O:18][CH2:19][CH2:20][CH2:21]1.[CH3:11][NH2:12].[CH3:1][n:2]1[cH:3][n:4][c:5]([S:7](=[O:8])(=[O:9])[Cl:10])[cH:6]1.[OH2:13]>>[CH3:1][n:2]1[cH:3][n:4][c:5]([S:7](=[O:8])(=[O:9])[NH:12][CH3:11])[cH:6]1.